Dataset: the Open Reaction Database (ORD), a public repository of structured organic reaction records. Task: describe an organic reaction: reactants, conditions, products, and yield The reactants are O=C(O)CCCCBr, ONC1CCCCC1, Cl, O=S(Cl)Cl. Product: O=C(CCCCBr)N(O)C1CCCCC1. RXN SMILES: [Br:1][CH2:2][CH2:3][CH2:4][CH2:5][C:6](=[O:7])[OH:8].[CH:14]1([NH:20][OH:21])[CH2:15][CH2:16][CH2:17][CH2:18][CH2:19]1.[ClH:13].[S:9]([Cl:10])([Cl:11])=[O:12]>>[Br:1][CH2:2][CH2:3][CH2:4][CH2:5][C:6](=[O:8])[N:20]([CH:14]1[CH2:15][CH2:16][CH2:17][CH2:18][CH2:19]1)[OH:21]. The reactants are BrC=1SC(=CN1)C(=O)OCC (ethyl 2-bromo-1,3-thiazole-5-carboxylate), C1(=CC=CC=C1)P(C1=CC=CC=C1)C1=CC=CC=C1 (triphenylphosphine), C([O-])([O-])=O.[K+].[K+] (potassium carbonate), C(C)(C)(C)OC(=O)N1C(=CC=C1)B(O)O (1-(t-butoxycarbonyl)pyrrole-2-boronic acid). Reagents/catalysts: C(C)(=O)[O-].[Pd+2].C(C)(=O)[O-] (palladium (II) acetate). Solvent: COCCOC (1,2-dimethoxyethane), C(C)(=O)OCC (ethyl acetate), O (water). Reaction conditions: temperature 100 celsius, time 14 hour. Product: C(C)(C)(C)OC(=O)N1C(=CC=C1)C=1SC(=CN1)C(=O)OCC (Ethyl 2-[1-(t-butoxycarbonyl)-1H-pyrrol-2-yl]-1,3-thiazole-5-carboxylate). The yield is 74.1%. Reaction SMILES: [C:1]([O:5][C:6]([N:8]1[CH:12]=[CH:11][CH:10]=[C:9]1B(O)O)=[O:7])([CH3:4])([CH3:3])[CH3:2].Br[C:17]1[S:18][C:19]([C:22]([O:24][CH2:25][CH3:26])=[O:23])=[CH:20][N:21]=1.C1(P(C2C=CC=CC=2)C2C=CC=CC=2)C=CC=CC=1.C(=O)([O-])[O-].[K+].[K+]>COCCOC.C([O-])(=O)C.[Pd+2].C([O-])(=O)C.C(OCC)(=O)C.O>[C:1]([O:5][C:6]([N:8]1[CH:12]=[CH:11][CH:10]=[C:9]1[C:17]1[S:18][C:19]([C:22]([O:24][CH2:25][CH3:26])=[O:23])=[CH:20][N:21]=1)=[O:7])([CH3:4])([CH3:3])[CH3:2] |f:3.4.5,7.8.9|. Procedure: Commercially available 1-(t-butoxycarbonyl)pyrrole-2-boronic acid (850 mg, 4.3 mmol) was dissolved in 1,2-dimethoxyethane (30 mL), and commercially available ethyl 2-bromo-1,3-thiazole-5-carboxylate (0.50 mL, 3.35 mmol), palladium (II) acetate (38.0 mg, 0.169 mmol), triphenylphosphine (176 mg, 0.671 mmol) and an aqueous potassium carbonate solution (3M, 2.20 mL, 6.60 mmol) were added, followed by stirring at 100° C. for 14 hours under nitrogen atmosphere. The reaction solution was cooled to room... The reactants are BrBr, Br, O=C1NCC(CBr)O1, [K+], [OH-]. The product is O=C1OC(CBr)CN1Br. RXN SMILES: [Br:12][Br:13].[Br:1].[Br:2][CH2:3][CH:4]1[CH2:5][NH:6][C:7](=[O:9])[O:8]1.[K+:11].[OH-:10]>>[Br:2][CH2:3][CH:4]1[CH2:5][N:6]([Br:12])[C:7](=[O:9])[O:8]1.